Task: describe an organic reaction: reactants, conditions, products, and yield. Dataset: the Open Reaction Database (ORD), a public repository of structured organic reaction records Reactants: C(=O)C1=CN=C(S1)NC(C(=O)N[C@H](C(=O)OC(C)(C)C)CC1=CC=CC=C1)C(C)C ((2S)-tert-Butyl 2-(2-(5-formylthiazol-2-ylamino)-3-methylbutanamido)-3-phenylpropanoate), C(=O)(C(F)(F)F)O (TFA), C(=O)(C(F)(F)F)O (TFA). Solvent: C(Cl)Cl (CH2Cl2). Run at time 18 hour. Product: C(=O)C1=CN=C(S1)NC(C(=O)N[C@H](C(=O)O)CC1=CC=CC=C1)C(C)C ((2S)-2-(2-(5-Formylthiazol-2-ylamino)-3-methylbutanamido)-3-phenylpropanoic acid). Yield: 138.2%. Reaction SMILES: [CH:1]([C:3]1[S:7][C:6]([NH:8][CH:9]([CH:28]([CH3:30])[CH3:29])[C:10]([NH:12][C@@H:13]([CH2:21][C:22]2[CH:27]=[CH:26][CH:25]=[CH:24][CH:23]=2)[C:14]([O:16]C(C)(C)C)=[O:15])=[O:11])=[N:5][CH:4]=1)=[O:2].C(O)(C(F)(F)F)=O>C(Cl)Cl>[CH:1]([C:3]1[S:7][C:6]([NH:8][CH:9]([CH:28]([CH3:30])[CH3:29])[C:10]([NH:12][C@@H:13]([CH2:21][C:22]2[CH:27]=[CH:26][CH:25]=[CH:24][CH:23]=2)[C:14]([OH:16])=[O:15])=[O:11])=[N:5][CH:4]=1)=[O:2]. Procedure: Following the procedure as described in Example 11, except using the material from Example 24 (1.15 g, 2.66 mmol), CH2Cl2 (50 mL), TFA (5 mL, 64.9 mmol) and stirring at room temp for 18 h, 1.38 g of the title compound (quantitative yield) is obtained as a white solid as a mono TFA salt. LC/MS (Condition A): ret. T=2.86 min, (M+H)+ 376.13, and ret. T=3.03 min, (M+H)+ 376.13.